From a dataset of the Open Reaction Database (ORD), a public repository of structured organic reaction records. describe an organic reaction: reactants, conditions, products, and yield The product is CN1C=NC2=C1C=CC=C2NC(=O)C2=CSC1=C2N=C(N=C1)N[C@H]1[C@H](CCCC1)N (2-(cis-2-amino-cyclohexylamino)-thieno[3,2-d]pyrimidine-7-carboxylic acid (1-methyl-1H-benzoimidazol-4-yl)-amide). RXN SMILES: [CH3:1][N:2]1[C:6]2[CH:7]=[CH:8][CH:9]=[C:10]([NH:11][C:12]([C:14]3[C:18]4[N:19]=[C:20](Cl)[N:21]=[CH:22][C:17]=4[S:16][CH:15]=3)=[O:13])[C:5]=2[N:4]=[CH:3]1.[C@@H:24]1([NH2:31])[CH2:29][CH2:28][CH2:27][CH2:26][C@@H:25]1[NH2:30].O.ClCCl>O1CCOCC1>[CH3:1][N:2]1[C:6]2[CH:7]=[CH:8][CH:9]=[C:10]([NH:11][C:12]([C:14]3[C:18]4[N:19]=[C:20]([NH:30][C@@H:25]5[CH2:26][CH2:27][CH2:28][CH2:29][C@@H:24]5[NH2:31])[N:21]=[CH:22][C:17]=4[S:16][CH:15]=3)=[O:13])[C:5]=2[N:4]=[CH:3]1. Procedure: To a solution of 0.041 g (0.119 mmole) 2-chloro-thieno[3,2-d]pyrimidine-7-carboxylic acid(1-methyl-1H-benzoimidazol-4-yl)-amide in 1.19 mL of dioxane was added 0.082 g (0.716 mmole) of cis-cyclohexane-1,2-diamine. The mixture was heated at 100 degrees for over night. Water and dichloromethane were added, separated. The aqueous layer was washed with dichloromethane twice. The organic layer was washed with aqueous sodium carbonate, brine, dried over anhydrous sodium sulfate, filtered and concentra... Solvent: O1CCOCC1 (dioxane). The yield is 37.9%. Reactants: CN1C=NC2=C1C=CC=C2NC(=O)C2=CSC1=C2N=C(N=C1)Cl (2-chloro-thieno[3,2-d]pyrimidine-7-carboxylic acid(1-methyl-1H-benzoimidazol-4-yl)-amide), [C@@H]1([C@H](CCCC1)N)N (cis-cyclohexane-1,2-diamine), O (Water), ClCCl (dichloromethane). Starting materials: CSC=1SC(C(N1)=O)=CC=1C=C2C=NC=NC2=CC1 (2-methylsulfanyl-5-quinazolin-6-ylmethylene-thiazol-4-one), FC=1C=C(CN)C=CC1 (3-fluoro-benzylamine), CCN(C(C)C)C(C)C (DIEA). Product: FC=1C=C(CNC=2S\C(\C(N2)=O)=C/C=2C=C3C=NC=NC3=CC2)C=CC1 (2-(3-fluoro-benzylamino)-5-[1-quinazolin-6-yl-meth-(Z)-ylidene]-thiazol-4-one). As a reaction SMILES: CS[C:3]1[S:4][C:5](=[CH:9][C:10]2[CH:11]=[C:12]3[C:17](=[CH:18][CH:19]=2)[N:16]=[CH:15][N:14]=[CH:13]3)[C:6](=[O:8])[N:7]=1.[F:20][C:21]1[CH:22]=[C:23]([CH:26]=[CH:27][CH:28]=1)[CH2:24][NH2:25].CCN(C(C)C)C(C)C>>[F:20][C:21]1[CH:22]=[C:23]([CH:26]=[CH:27][CH:28]=1)[CH2:24][NH:25][C:3]1[S:4]/[C:5](=[CH:9]\[C:10]2[CH:11]=[C:12]3[C:17](=[CH:18][CH:19]=2)[N:16]=[CH:15][N:14]=[CH:13]3)/[C:6](=[O:8])[N:7]=1. Reported procedure: Similar procedure as described in example 1d was used, starting from 2-methylsulfanyl-5-quinazolin-6-ylmethylene-thiazol-4-one, 3-fluoro-benzylamine and DIEA to give 2-(3-fluoro-benzylamino)-5-[1-quinazolin-6-yl-meth-(Z)-ylidene]-thiazol-4-one: LC-MS m/e observed. LC-MS m/e 379 (MH+).